This data is from the Open Reaction Database (ORD), a public repository of structured organic reaction records. The task is: describe an organic reaction: reactants, conditions, products, and yield Starting materials: CC(C)(C)OC(=O)NCc1ccc2c(c1)nc(CCl)n2CCCS(C)(=O)=O, C1CCOC1, O=c1[nH]c2ccccc2c(=O)n1CC(F)(F)F. Yields the product CC(C)(C)OC(=O)NCc1ccc2c(c1)nc(Cn1c(=O)n(CC(F)(F)F)c(=O)c3ccccc31)n2CCCS(C)(=O)=O. As a reaction SMILES: [C:18]([CH3:19])([CH3:20])([CH3:21])[O:22][C:23]([NH:24][CH2:25][c:26]1[cH:27][c:28]2[c:29]([n:30]([CH2:35][CH2:36][CH2:37][S:38](=[O:39])(=[O:40])[CH3:41])[c:31]([CH2:33][Cl:34])[n:32]2)[cH:42][cH:43]1)=[O:44].[CH2:45]1[O:46][CH2:47][CH2:48][CH2:49]1.[F:1][C:2]([CH2:3][n:4]1[c:5](=[O:15])[nH:6][c:7]2[cH:8][cH:9][cH:10][cH:11][c:12]2[c:13]1=[O:14])([F:16])[F:17]>>[F:1][C:2]([CH2:3][n:4]1[c:5](=[O:15])[n:6]([CH2:33][c:31]2[n:30]([CH2:35][CH2:36][CH2:37][S:38](=[O:39])(=[O:40])[CH3:41])[c:29]3[c:28]([cH:27][c:26]([CH2:25][NH:24][C:23]([O:22][C:18]([CH3:19])([CH3:20])[CH3:21])=[O:44])[cH:43][cH:42]3)[n:32]2)[c:7]2[cH:8][cH:9][cH:10][cH:11][c:12]2[c:13]1=[O:14])([F:16])[F:17]. Starting materials: ClC=1C=C(C=CC1O)CCC(=O)C1CCCC1 (3-(3-Chloro-4-hydroxy-phenyl)-1-cyclopentyl-propan-1-one), BrC(C(=O)[O-])CC (bromobutyrate), BrC1=CC(=C(C=C1)O)F (4-Bromo-2-fluorophenol), methyl bromo acetate. Yields the product COC(COC1=C(C=C(C=C1)CCC(=O)C1CCCC1)Cl)=O ([2-Chloro-4-(3-cyclopentyl-3-oxo-propyl)-phenoxy]-acetic acid methyl ester). Yield: 78.0%. As a reaction SMILES: [Cl:1][C:2]1[CH:3]=[C:4]([CH2:9][CH2:10][C:11]([CH:13]2[CH2:17][CH2:16][CH2:15][CH2:14]2)=[O:12])[CH:5]=[CH:6][C:7]=1[OH:8].BrC1C=[CH:23][C:22]([OH:25])=C(F)C=1.BrC(CC)[C:29]([O-])=[O:30]>>[CH3:29][O:30][C:22](=[O:25])[CH2:23][O:8][C:7]1[CH:6]=[CH:5][C:4]([CH2:9][CH2:10][C:11]([CH:13]2[CH2:17][CH2:16][CH2:15][CH2:14]2)=[O:12])=[CH:3][C:2]=1[Cl:1]. Procedure details: The title compound was prepared analogously to Step 1 from Example A(52), where 3-(3-Chloro-4-hydroxy-phenyl)-1-cyclopentyl-propan-1-one was substituted for 4-Bromo-2-fluorophenol and methyl bromo acetate was substituted for methyl □-bromobutyrate in Step 1 of that example. Yield 78%. Starting materials: ClC1=CC=NC=C1 (4-Chloropyridine), [OH-].[Na+] (sodium hydroxide), C(=O)[O-].[Na+] (sodium formate), C(=O)[O-].[Na+] (Sodium formate). Reagents/catalysts: [Cl-].C(C1=CC=CC=C1)[N+](CC)(CC)CC (benzyltriethylammonium chloride), [Pd] (palladium on charcoal). Solvent: O (water). Conditions: time 24 hour. The product is N1=CC=C(C=C1)C1=CC=NC=C1 (4,4'-bipyridyl). The yield is 46.2%. As a reaction SMILES: Cl[C:2]1[CH:7]=[CH:6][N:5]=[CH:4][CH:3]=1.[OH-].[Na+].C([O-])=O.[Na+]>[Cl-].C([N+](CC)(CC)CC)C1C=CC=CC=1.[Pd].O>[N:5]1[CH:6]=[CH:7][C:2]([C:2]2[CH:7]=[CH:6][N:5]=[CH:4][CH:3]=2)=[CH:3][CH:4]=1 |f:1.2,3.4,5.6|. Reported procedure: 4-Chloropyridine (11.35 parts), benzyltriethylammonium chloride (2.0 parts), sodium hydroxide liquor (32%; 13.5 parts), 3% palladium on charcoal (50% paste; 2.0 parts) and sodium formate (10.2 parts in water (30 parts) are stirred at the boil under reflux for 4 hours. Sodium formate (3.4 parts) is added and then the mixture held at the boil for a further 24 hours. The reaction mixture is cooled and then filtered. The residue is extracted continuously with hot methanol (100 parts) for 6 hours. Th... Starting materials: C(=O)C1=C(C=CC(=C1)OCCCCCCC)NC([C@@H](COCOC)C)=O ((R)—N-(2-Formyl-4-heptyloxyphenyl)-3-methoxymethoxy-2-methylpropanamide), CO (methanol), N (ammonia). Conditions: temperature -78 celsius. The product is C(CCCCCC)OC=1C=C2C=NC(=NC2=CC1)[C@@H](COCOC)C ((S)-6-Heptyloxy-2-(1-methoxymethoxypropan-2-yl)quinazoline). The yield is 75.1%. Reaction SMILES: [CH:1]([C:3]1[CH:8]=[C:7]([O:9][CH2:10][CH2:11][CH2:12][CH2:13][CH2:14][CH2:15][CH3:16])[CH:6]=[CH:5][C:4]=1[NH:17][C:18](=O)[C@H:19]([CH3:25])[CH2:20][O:21][CH2:22][O:23][CH3:24])=O.CO.[NH3:29]>>[CH2:10]([O:9][C:7]1[CH:8]=[C:3]2[C:4](=[CH:5][CH:6]=1)[N:17]=[C:18]([C@H:19]([CH3:25])[CH2:20][O:21][CH2:22][O:23][CH3:24])[N:29]=[CH:1]2)[CH2:11][CH2:12][CH2:13][CH2:14][CH2:15][CH3:16]. Reported procedure: (R)—N-(2-Formyl-4-heptyloxyphenyl)-3-methoxymethoxy-2-methylpropanamide (2.50 g, 0.00684 mol) was dissolved in methanol (200 mL, 5 mol), and cooled to −78° C., followed by ammonia (20 g, 1 mol) bubbling for 3 hours. The reaction mixture was then transferred to a pre-cooled high pressure reactor, and heated at 130° C. for 15 hours (310 psi). Solvent was removed, and the crude mixture was purified via chromatography (SiO2, 40 g, 0-60% ethyl acetate/hexanes) to give the desired product (1.78 g, 75%... Reactants: CCC(=O)CBr, O=C1NC(=O)c2ccccc21, CN(C)C=O, ClC(Cl)Cl, [K], O. The product is CCC(=O)CN1C(=O)c2ccccc2C1=O. RXN SMILES: [Br:13][CH2:14][C:15]([CH2:16][CH3:17])=[O:18].[C:1]1(=[O:11])[c:2]2[c:3]([cH:7][cH:8][cH:9][cH:10]2)[C:4](=[O:6])[NH:5]1.[CH3:24][N:25]([CH3:26])[CH:27]=[O:28].[CH:19]([Cl:20])([Cl:21])[Cl:22].[K:12].[OH2:23]>>[C:1]1(=[O:11])[c:2]2[c:3]([cH:7][cH:8][cH:9][cH:10]2)[C:4](=[O:6])[N:5]1[CH2:14][C:15]([CH2:16][CH3:17])=[O:18].